Dataset: the Open Reaction Database (ORD), a public repository of structured organic reaction records. Task: describe an organic reaction: reactants, conditions, products, and yield Starting materials: I (Hydriodic acid), COC1=C(C=CC=C1OC1=C(C=CC=C1)Cl)C(C(=O)O)C (2-[2-methoxy-3-(2-chlorophenoxy)phenyl]propionic acid), S(=O)(O)[O-].[Na+] (sodium hydrogen sulfite). Run in C(C)(=O)OC(C)=O (acetic anhydride). Yields the product CC1C(OC2=C1C=CC=C2OC2=C(C=CC=C2)Cl)=O (3-methyl-7-(2-chlorophenoxy)-2,3-dihydrobenzofuran-2-one). Isolated yield 47.6%. RXN SMILES: I.CO[C:4]1[C:9]([O:10][C:11]2[CH:16]=[CH:15][CH:14]=[CH:13][C:12]=2[Cl:17])=[CH:8][CH:7]=[CH:6][C:5]=1[CH:18]([CH3:22])[C:19]([OH:21])=[O:20].S([O-])(O)=O.[Na+]>C(OC(=O)C)(=O)C>[CH3:22][CH:18]1[C:5]2[CH:6]=[CH:7][CH:8]=[C:9]([O:10][C:11]3[CH:16]=[CH:15][CH:14]=[CH:13][C:12]=3[Cl:17])[C:4]=2[O:20][C:19]1=[O:21] |f:2.3|. Procedure details: Hydriodic acid (55-58%, 20 ml) was added to a solution of 2-[2-methoxy-3-(2-chlorophenoxy)phenyl]propionic acid (2.7 g) in acetic anhydride (10 ml) under ice-cooling. The mixture was refluxed under heating for 30 minutes. The reaction mixture was poured into aqueous solution of sodium hydrogen sulfite and extracted with diethyl ether. The extract was washed with aqueous sodium hydrogen sulfite and water, dried and evaporated. To the oily residue was added acetic anhydride (10 ml), and the mixtur... Reactants: C(CCC)[Li] (n-Butyl-lithium), ICC(C=P(C1=CC=CC=C1)(C1=CC=CC=C1)C1=CC=CC=C1)=O (3-iodoacetonylidene-triphenylphosphorane), solution, CN(C=1C=C(C=CC1)O)C (3-dimethylaminophenol). Run in C1(=CC=CC=C1)C (toluene), C1=CC=CC=C1 (benzene), CCCCCC (hexane), C(OC)COC (dimethoxyethane). The product is CN(C=1C=C(OCC(C=P(C2=CC=CC=C2)(C2=CC=CC=C2)C2=CC=CC=C2)=O)C=CC1)C ([3-(3-dimethylaminophenoxy)acetonylidene]triphenylphosphorane). Reaction SMILES: C([Li])CCC.[CH3:6][N:7]([CH3:15])[C:8]1[CH:9]=[C:10]([OH:14])[CH:11]=[CH:12][CH:13]=1.I[CH2:17][C:18](=[O:39])[CH:19]=[P:20]([C:33]1[CH:38]=[CH:37][CH:36]=[CH:35][CH:34]=1)([C:27]1[CH:32]=[CH:31][CH:30]=[CH:29][CH:28]=1)[C:21]1[CH:26]=[CH:25][CH:24]=[CH:23][CH:22]=1>CCCCCC.C(COC)OC.C1C=CC=CC=1.C1(C)C=CC=CC=1>[CH3:6][N:7]([CH3:15])[C:8]1[CH:9]=[C:10]([CH:11]=[CH:12][CH:13]=1)[O:14][CH2:17][C:18](=[O:39])[CH:19]=[P:20]([C:27]1[CH:32]=[CH:31][CH:30]=[CH:29][CH:28]=1)([C:21]1[CH:22]=[CH:23][CH:24]=[CH:25][CH:26]=1)[C:33]1[CH:38]=[CH:37][CH:36]=[CH:35][CH:34]=1. Procedure: n-Butyl-lithium (3.85 ml. of a 1.3 M solution in hexane) was added to a solution of 3-dimethylaminophenol (685 mg.) in dimethoxyethane (20 ml.) at -70° C. under an atmosphere of nitrogen. The solution was allowed to warm to room temperature, a solution of 3-iodoacetonylidene-triphenylphosphorane (2.22 g.) in benzene (100 ml.) was added, and the mixture was heated under reflux for 2 hours. The mixture was then diluted with toluene (100 ml.), washed with water (2×50 ml.) and dried, the solvents we... RXN SMILES: [Br:22][c:23]1[cH:24][cH:25][c:26]([C:27](=[O:28])[NH:29][CH:30]2[CH2:31][CH2:32][CH2:33][CH2:34][CH2:35][CH2:36]2)[cH:37][cH:38]1.[CH3:104][c:105]1[cH:106][cH:107][cH:108][cH:109][cH:110]1.[CH3:85][C:86]([CH3:87])([O-:88])[CH3:89].[Cl:92][CH2:93][Cl:94].[NH2:1][CH2:2][c:3]1[c:4]([Cl:21])[cH:5][cH:6][c:7]2[c:13]1[CH2:12][CH2:11][N:10]([C:14](=[O:15])[O:16][C:17]([CH3:18])([CH3:19])[CH3:20])[CH2:9][CH2:8]2.[Na+:90].[O-:100][C:101]([CH3:102])=[O:103].[O-:96][C:97]([CH3:98])=[O:99].[OH2:91].[Pd+2:95].[cH:39]1[cH:40][cH:41][c:42]([P:43]([c:44]2[cH:45][cH:46][c:47]3[c:48]([cH:49][cH:50][cH:51][cH:52]3)[c:53]2-[c:54]2[c:55]3[c:56]([cH:57][cH:58][cH:59][cH:60]3)[cH:61][cH:62][c:63]2[P:64]([c:65]2[cH:66][cH:67][cH:68][cH:69][cH:70]2)[c:71]2[cH:72][cH:73][cH:74][cH:75][cH:76]2)[c:77]2[cH:78][cH:79][cH:80][cH:81][cH:82]2)[cH:83][cH:84]1>>[NH:1]([CH2:2][c:3]1[c:4]([Cl:21])[cH:5][cH:6][c:7]2[c:13]1[CH2:12][CH2:11][N:10]([C:14](=[O:15])[O:16][C:17]([CH3:18])([CH3:19])[CH3:20])[CH2:9][CH2:8]2)[c:23]1[cH:24][cH:25][c:26]([C:27](=[O:28])[NH:29][CH:30]2[CH2:31][CH2:32][CH2:33][CH2:34][CH2:35][CH2:36]2)[cH:37][cH:38]1. Starting materials: O=C(NC1CCCCCC1)c1ccc(Br)cc1, Cc1ccccc1, CC(C)(C)[O-], ClCCl, CC(C)(C)OC(=O)N1CCc2ccc(Cl)c(CN)c2CC1, [Na+], CC(=O)[O-], CC(=O)[O-], O, [Pd+2], c1ccc(P(c2ccccc2)c2ccc3ccccc3c2-c2c(P(c3ccccc3)c3ccccc3)ccc3ccccc23)cc1. The product is CC(C)(C)OC(=O)N1CCc2ccc(Cl)c(CNc3ccc(C(=O)NC4CCCCCC4)cc3)c2CC1. Starting materials: CN(C)[S+](N(C)C)N(C)C.C[Si-](C)(C)(F)F (TASF), [N+](=O)([O-])C1=CC=CC=C1 (nitrobenzene), O1C(=CCC1)O[Si](C)(C)C ([(oxacyclopent-2-ene-2-yl)oxy]trimethylsilane), BrBr (bromine). Run in C(C)#N (acetonitrile), C1CCOC1 (THF), C1CCOC1 (THF). Reaction conditions: time 20 hour. The product is [N+](=O)([O-])C1=CC=C(C=C1)C1C(OCC1)=O (3-(4-Nitrophenyl)oxacyclopentan-2-one). Yield: 31.9%. RXN SMILES: CN([S+](N(C)C)N(C)C)C.C[Si-](F)(F)(C)C.[N+:17]([C:20]1[CH:25]=[CH:24][CH:23]=[CH:22][CH:21]=1)([O-:19])=[O:18].[O:26]1[CH2:30][CH2:29][CH:28]=[C:27]1[O:31][Si](C)(C)C.BrBr>C(#N)C.C1COCC1>[N+:17]([C:20]1[CH:25]=[CH:24][C:23]([CH:28]2[CH2:29][CH2:30][O:26][C:27]2=[O:31])=[CH:22][CH:21]=1)([O-:19])=[O:18] |f:0.1|. Reported procedure: A solution of 2.75 g (10 mmol) of TASF in 3 mL of acetonitrile and 3 mL of THF was added to a solution of 1.02 mL (10 mmol) of nitrobenzene and 1.93 mL (10.50 mmol) of [(oxacyclopent-2-ene-2-yl)oxy]trimethylsilane (OCS) in 12 mL of anhydrous THF at -78° C. over 10 min. The last traces of TASF from the dropping funnel were washed down with additional 5 mL of THF. The mixture was stirred for 20 hrs. at -78° C. Then, 0.460 mL (8.98 mmol) of bromine was added from a dropping funnel. The mixture was ... The reactants are CC(C)(C)C[Si](C)(C)Cl, CC(O)c1ccc(F)cc1F, CN(C)C=O, c1c[nH]cn1. Yields the product CC(O[Si](C)(C)CC(C)(C)C)c1ccc(F)cc1F. As a reaction SMILES: [C:12]([CH3:13])([CH3:14])([CH3:15])[CH2:16][Si:17]([CH3:18])([CH3:19])[Cl:20].[F:1][c:2]1[c:3]([CH:9]([CH3:10])[OH:11])[cH:4][cH:5][c:6]([F:8])[cH:7]1.[O:26]=[CH:27][N:28]([CH3:29])[CH3:30].[nH:21]1[cH:22][cH:23][n:24][cH:25]1>>[F:1][c:2]1[c:3]([CH:9]([CH3:10])[O:11][Si:17]([CH2:16][C:12]([CH3:13])([CH3:14])[CH3:15])([CH3:18])[CH3:19])[cH:4][cH:5][c:6]([F:8])[cH:7]1. Starting materials: C1=CC=CC=2C3=CC=CC=C3C(C(C12)=O)=O (9,10-phenanthrenequinone), crystals, C1=CC=CC=2C3=CC=CC=C3C(C(C12)=O)=O (9,10-phenanthrenequinone), ClC=1C(=NC=C(C1)C(F)(F)F)NN (3-chloro-2-hydrazino-5-(trifluoromethyl)-pyridine). Solvent: C(C)(=O)O (acetic acid). Conditions: temperature 100 celsius. Yields the product ClC=1C(=NC=C(C1)C(F)(F)F)N=NC1=C(C2=CC=CC=C2C=2C=CC=CC12)O (10-[3-chloro-5-(trifluoro-methyl)-2-pyridylazo]-9-phenanthrol). As a reaction SMILES: [CH:1]1[C:14]2[C:13](=O)[C:12](=[O:16])[C:11]3[C:6](=[CH:7][CH:8]=[CH:9][CH:10]=3)[C:5]=2[CH:4]=[CH:3][CH:2]=1.[Cl:17][C:18]1[C:19]([NH:28][NH2:29])=[N:20][CH:21]=[C:22]([C:24]([F:27])([F:26])[F:25])[CH:23]=1>C(O)(=O)C>[Cl:17][C:18]1[C:19]([N:28]=[N:29][C:13]2[C:14]3[CH:1]=[CH:2][CH:3]=[CH:4][C:5]=3[C:6]3[C:11](=[CH:10][CH:9]=[CH:8][CH:7]=3)[C:12]=2[OH:16])=[N:20][CH:21]=[C:22]([C:24]([F:27])([F:25])[F:26])[CH:23]=1. Procedure: Next, a reaction flask was loaded with acetic acid (15 ml) and 9,10-phenanthrenequinone (5.0 g), and the temperature was raised to 100° C. with stirring to dissolve 9,10-phenanthrenequinone. To the resultant, the crystals of 3-chloro-2-hydrazino-5-(trifluoromethyl)-pyridine (5.0 g) was added in 30 minutes. After stirring at 100 to 105° C. for one hour, the reaction mixture was filtrated. After being washed with methanol, the obtained crystals were dried to give intended crystals (5.6 g). The reactants are FC(C(=O)O)(F)F (Trifluoroacetic acid), CC(C)(C)OC(=O)NCCC1=C(C=CC(=C1C)OC)/C=C/C(=O)OCCCC (butyl(2E)-3-[2-[2-({[(1,1-dimethylethyl)oxy]carbonyl}amino)ethyl]-3-methyl-4-(methyloxy)phenyl]-2-propenoate). Run in ClCCl (dichloromethane). Reaction conditions: time 1 hour. Product: C(CCC)OC(CC1NCCC2=C(C(=CC=C12)OC)C)=O (Butyl[5-methyl-6-(methyloxy)-1,2,3,4-tetrahydro-1-isoquinolinyl]acetate). Isolated yield 211.8%. RXN SMILES: FC(F)(F)C(O)=O.CC(OC([NH:15][CH2:16][CH2:17][C:18]1[C:23]([CH3:24])=[C:22]([O:25][CH3:26])[CH:21]=[CH:20][C:19]=1/[CH:27]=[CH:28]/[C:29]([O:31][CH2:32][CH2:33][CH2:34][CH3:35])=[O:30])=O)(C)C>ClCCl>[CH2:32]([O:31][C:29](=[O:30])[CH2:28][CH:27]1[C:19]2[C:18](=[C:23]([CH3:24])[C:22]([O:25][CH3:26])=[CH:21][CH:20]=2)[CH2:17][CH2:16][NH:15]1)[CH2:33][CH2:34][CH3:35]. Procedure details: Trifluoroacetic acid (20.0 ml) was added dropwise to a solution of butyl(2E)-3-[2-[2-({[(1,1-dimethylethyl)oxy]carbonyl}amino)ethyl]-3-methyl-4-(methyloxy)phenyl]-2-propenoate (Preparation 13; 950 mg, 2.43 mmol) in dichloromethane (20 ml) at 0° C. After 1 h at 0° C., the solvent was removed; purification using a sulphonic acid ion exchange cartridge (SCX; 20 g), eluting with dichloromethane followed by 2N ammonia in methanol, and evaporation of the methanol/ammonia phase gave a brown solid (1.5 ... The product is ClC=1C(=NC(=NC1)NC=1C(=CC2=C(NC(CN(C2)CC2CC2)=O)C1)OC)NC1=C(C=CC=C1)S(=O)(=O)N1CCCC1 (8-{5-chloro-4-[2-(pyrrolidine-1-sulfonyl)-phenylamino]-pyrimidin-2-ylamino}-4-cyclopropylmethyl-7-methoxy-1,3,4,5-tetrahydro-benzo[e][1,4]diazepin-2-one). The reactants are NC=1C(=CC2=C(NC(CN(C2)CC2CC2)=O)C1)OC (8-amino-4-cyclopropylmethyl-7-methoxy-1,3,4,5-tetrahydro-benzo[e][1,4]diazepin-2-one), ClC1=NC=C(C(=N1)NC1=C(C=CC=C1)S(=O)(=O)N1CCCC1)Cl ((2,5-dichloro-pyrimidin-4-yl)-[2-(pyrrolidine-1-sulfonyl)-phenyl]-amine). Procedure details: In an analogous manner to procedure 1656g, 8-amino-4-cyclopropylmethyl-7-methoxy-1,3,4,5-tetrahydro-benzo[e][1,4]diazepin-2-one (125 mg, 0.48 mmol) and (2,5-dichloro-pyrimidin-4-yl)-[2-(pyrrolidine-1-sulfonyl)-phenyl]-amine (149 mg, 0.40 mmol) were coupled to afford 8-{5-chloro-4-[2-(pyrrolidine-1-sulfonyl)-phenylamino]-pyrimidin-2-ylamino}-4-cyclopropylmethyl-7-methoxy-1,3,4,5-tetrahydro-benzo[e][1,4]diazepin-2-one (30 mg, 10%) as a pale yellow solid following flash chromatography on silica gel... RXN SMILES: [NH2:1][C:2]1[C:3]([O:18][CH3:19])=[CH:4][C:5]2[CH2:11][N:10]([CH2:12][CH:13]3[CH2:15][CH2:14]3)[CH2:9][C:8](=[O:16])[NH:7][C:6]=2[CH:17]=1.Cl[C:21]1[N:26]=[C:25]([NH:27][C:28]2[CH:33]=[CH:32][CH:31]=[CH:30][C:29]=2[S:34]([N:37]2[CH2:41][CH2:40][CH2:39][CH2:38]2)(=[O:36])=[O:35])[C:24]([Cl:42])=[CH:23][N:22]=1>>[Cl:42][C:24]1[C:25]([NH:27][C:28]2[CH:33]=[CH:32][CH:31]=[CH:30][C:29]=2[S:34]([N:37]2[CH2:41][CH2:40][CH2:39][CH2:38]2)(=[O:36])=[O:35])=[N:26][C:21]([NH:1][C:2]2[C:3]([O:18][CH3:19])=[CH:4][C:5]3[CH2:11][N:10]([CH2:12][CH:13]4[CH2:14][CH2:15]4)[CH2:9][C:8](=[O:16])[NH:7][C:6]=3[CH:17]=2)=[N:22][CH:23]=1. The yield is 12.5%. Reactants: OC1=C(C=C2CCC(C2=C1)=O)OC (6-hydroxy-5-methoxyindanone), COC1=C(C=C(C=C1)C=O)O (isovanilin). Product: OC=1C=C2CCC(C2=CC1)=O (5-hydroxyindan-1-one). As a reaction SMILES: O[C:2]1[CH:10]=[C:9]2[C:5]([CH2:6][CH2:7][C:8]2=[O:11])=[CH:4][C:3]=1[O:12]C.COC1C=CC(C=O)=CC=1O>>[OH:12][C:3]1[CH:4]=[C:5]2[C:9](=[CH:10][CH:2]=1)[C:8](=[O:11])[CH2:7][CH2:6]2. Procedure details: The indanone building blocks (18) were prepared as described in Scheme 11. The commercially available vanillin (33a) was reacted with Wittig reagent (34) in toluene at reflux temperature to give the corresponding unsaturated ester (35a) as cis and trans mixture. The ester (35a) was subjected to hydrogenation using palladium-carbon catalyst in methanol to give the saturated ester (36a). The ester (36a) was hydrolyzed using aqueous potassium hydroxide in THF to give carboxylic acid which after cyc... Yields the product C1(=CC=C(C=C1)SC1=CC(=CC(=C1)C(F)(F)F)Br)C (3-bromo-5-trifluoromethylphenyl 4-tolyl sulphide). The yield is 63.0%. Procedure: Using a similar procedure to that described in the 1st paragraph of Note a. above 4-toluenethiol was reacted with 1-bromo-3-fluoro-5-trifluoromethylbenzene to give 3-bromo-5-trifluoromethylphenyl 4-tolyl sulphide in 63% yield as an oil. The reactants are C1(=CC=C(C=C1)S)C (4-toluenethiol), BrC1=CC(=CC(=C1)C(F)(F)F)F (1-bromo-3-fluoro-5-trifluoromethylbenzene). Reaction SMILES: [C:1]1([CH3:8])[CH:6]=[CH:5][C:4]([SH:7])=[CH:3][CH:2]=1.[Br:9][C:10]1[CH:15]=[C:14]([C:16]([F:19])([F:18])[F:17])[CH:13]=[C:12](F)[CH:11]=1>>[C:1]1([CH3:8])[CH:6]=[CH:5][C:4]([S:7][C:12]2[CH:13]=[C:14]([C:16]([F:18])([F:17])[F:19])[CH:15]=[C:10]([Br:9])[CH:11]=2)=[CH:3][CH:2]=1.